Dataset: the Open Reaction Database (ORD), a public repository of structured organic reaction records. Task: describe an organic reaction: reactants, conditions, products, and yield The reactants are [OH-].[NH4+] (ammonium hydroxide), C1(=CC=CC=C1)CCCCCCCCCl (8-phenyloctyl chloride), C(C1=CC=CC=C1)N (benzylamine), C([O-])([O-])=O.[K+].[K+] (potassium carbonate). Run in CN(C)C=O (DMF), CCOCC (Ether), O (water). Run at time 10 minute. Product: C1(=CC=CC=C1)CCCCCCCCNCC1=CC=CC=C1 (N-(8-Phenyloctyl)benzylamine). Isolated yield 90.0%. As a reaction SMILES: [C:1]1([CH2:7][CH2:8][CH2:9][CH2:10][CH2:11][CH2:12][CH2:13][CH2:14]Cl)[CH:6]=[CH:5][CH:4]=[CH:3][CH:2]=1.[CH2:16]([NH2:23])[C:17]1[CH:22]=[CH:21][CH:20]=[CH:19][CH:18]=1.C(=O)([O-])[O-].[K+].[K+].[OH-].[NH4+]>CN(C=O)C.O.CCOCC>[C:1]1([CH2:7][CH2:8][CH2:9][CH2:10][CH2:11][CH2:12][CH2:13][CH2:14][NH:23][CH2:16][C:17]2[CH:22]=[CH:21][CH:20]=[CH:19][CH:18]=2)[CH:6]=[CH:5][CH:4]=[CH:3][CH:2]=1 |f:2.3.4,5.6|. Procedure: A suspension of 8-phenyloctyl chloride (10.1 g, 44.7 mmol), benzylamine (47.9 g, 44.7 mmol), and anhydrous powdered potassium carbonate in DMF (180 ml) refluxed overnight and cooled to RT. DMF was then evaporated under reduced pressure and water (300 ml) was added to the residue. The oil layer was separated, and the aqueous layer was further extracted with ether (2×150 ml). The ether extracts were evaporated and then combined with the oil layer. The combined oil was diluted with water (250 ml) a... Procedure details: 2.62 g (8.05 mmol) of 4,4-dimethyl-2-(4'-methoxymethoxymethylbiphenyl-2-yl)oxazoline was dissolved in methanol (20 ml). 6N hydrochloric acid (10 ml) was added thereto, followed by stirring at 40° C. for 2 hours. The reaction liquid was poured into a saturated aqueous solution of sodium hydrogen-carbonate, carbonate, followed by the extraction with chloroform. After washing with water and drying, vacuum concentration was conducted. The residue was purified by silica gel column chromatography (a n... Run at temperature 40 celsius, time 2 hour. Reactants: CC1(N=C(OC1)C1=C(C=CC=C1)C1=CC=C(C=C1)COCOC)C (4,4-dimethyl-2-(4'-methoxymethoxymethylbiphenyl-2-yl)oxazoline), C(O)([O-])=O.[Na+] (sodium hydrogen-carbonate), C([O-])([O-])=O (carbonate), Cl (hydrochloric acid). The yield is 97.1%. Product: CC1(N=C(OC1)C1=C(C=CC=C1)C1=CC=C(C=C1)CO)C (4,4-dimethyl-2-(4'-hydroxymethylbiphenyl -2-yl)oxazoline). As a reaction SMILES: [CH3:1][C:2]1([CH3:24])[CH2:6][O:5][C:4]([C:7]2[CH:12]=[CH:11][CH:10]=[CH:9][C:8]=2[C:13]2[CH:18]=[CH:17][C:16]([CH2:19][O:20]COC)=[CH:15][CH:14]=2)=[N:3]1.Cl.C(=O)([O-])O.[Na+].C(=O)([O-])[O-]>CO>[CH3:1][C:2]1([CH3:24])[CH2:6][O:5][C:4]([C:7]2[CH:12]=[CH:11][CH:10]=[CH:9][C:8]=2[C:13]2[CH:14]=[CH:15][C:16]([CH2:19][OH:20])=[CH:17][CH:18]=2)=[N:3]1 |f:2.3|. Run in CO (methanol). Reactants: C1COC(C2=CC=C(C=C2)OCCCC(C2=CC=CC=C2)=O)(OC)O1 (Methyl 4-(4-oxo-4-phenylbutoxy)benzoate ethylene acetal), [OH-].[Na+] (sodium hydroxide). The solvent is O (water), denatured alcohol, O (water). Conditions: temperature 20 celsius. Product: C1COC(C2=CC=C(C=C2)OCCCC(C2=CC=CC=C2)=O)(O)O1 (4-(4-oxo-4-phenylbutoxy)benzoic acid ethylene acetal). The yield is 81.5%. As a reaction SMILES: [CH2:1]1[O:25][C:4]([O:23]C)([C:5]2[CH:10]=[CH:9][C:8]([O:11][CH2:12][CH2:13][CH2:14][C:15](=[O:22])[C:16]3[CH:21]=[CH:20][CH:19]=[CH:18][CH:17]=3)=[CH:7][CH:6]=2)[O:3][CH2:2]1.[OH-].[Na+]>O>[CH2:2]1[O:3][C:4]([OH:23])([C:5]2[CH:6]=[CH:7][C:8]([O:11][CH2:12][CH2:13][CH2:14][C:15](=[O:22])[C:16]3[CH:17]=[CH:18][CH:19]=[CH:20][CH:21]=3)=[CH:9][CH:10]=2)[O:25][CH2:1]1 |f:1.2|. Procedure: Methyl 4-(4-oxo-4-phenylbutoxy)benzoate ethylene acetal (27.0 g), denatured alcohol (90 mls), water (90 ml) and sodium hydroxide (9.0 g, 0.225 moles) were heated at reflux for 3 hours. The mixture was cooled to 20° C., diluted with water (250 ml) and extracted with toluene (2×250 ml). The aqueous phase was acidified with concentrated hydrochloric acid (35 ml) and the precipitate filtered, washed with water and dried to give 4-(4-oxo-4-phenylbutoxy)benzoic acid ethylene acetal (21.1 g, 70% from 4... Reported procedure: A mixture of 0.3 g of ethyl (E)-4-(2-ethoxycarbonylvinyl)-1-(ethoxycarbonylmethyl-1-oxoindan-2-yl)imidazole-2-carboxylate, 7 ml of acetic acid and 5 g of ammonium acetate is heated at reflux for 1 hour. The reaction mixture is supplemented with 7 ml of distilled water and the insoluble matter is isolated by filtration, washed with 2×5 ml of distilled water and then 2×5 ml of acetone. After drying under vacuum (1 mm Hg, 0.13 kPa) at about 20° C., 0.15 g of ethyl (E)-3-(9-carboxymethyl-4-oxo-5,10-... Run in O (water). Reaction SMILES: [CH2:1]([O:3][C:4](/[CH:6]=[CH:7]/[C:8]1[N:9]=[C:10]([C:29](OCC)=[O:30])[N:11]([C:13]2(CC(OCC)=O)[CH2:21][C:20]3[C:15](=[CH:16][CH:17]=[CH:18][CH:19]=3)[C:14]2=O)[CH:12]=1)=[O:5])[CH3:2].[C:34]([OH:37])(=[O:36])[CH3:35].C([O-])(=O)C.[NH4+:42]>O>[C:34]([CH2:35][C:15]1[C:20]2[CH2:21][C:13]3[N:11]4[CH:12]=[C:8](/[CH:7]=[CH:6]/[C:4]([O:3][CH2:1][CH3:2])=[O:5])[N:9]=[C:10]4[C:29](=[O:30])[NH:42][C:14]=3[C:19]=2[CH:18]=[CH:17][CH:16]=1)([OH:37])=[O:36] |f:2.3|. The product is C(=O)(O)CC=1C=2CC3=C(NC(C=4N3C=C(N4)/C=C/C(=O)OCC)=O)C2C=CC1 (ethyl (E)-3-(9-carboxymethyl-4-oxo-5,10-dihydroimidazo[1,2-a]indeno[1,2-e]pyrazin-2-yl)acrylate). The reactants are C(C)OC(=O)/C=C/C=1N=C(N(C1)C1(C(C2=CC=CC=C2C1)=O)CC(=O)OCC)C(=O)OCC (ethyl (E)-4-(2-ethoxycarbonylvinyl)-1-(ethoxycarbonylmethyl-1-oxoindan-2-yl)imidazole-2-carboxylate), C(C)(=O)O (acetic acid), C(C)(=O)[O-].[NH4+] (ammonium acetate). Reactants: [Br-], BrCCBr, O=C([O-])[O-], CCOC(=O)CS(=O)(=O)c1ccc(C(F)(F)F)cc1, CCCC[N+](CCCC)(CCCC)CCCC, CC(C)=O, [K+], [K+], C1COCCOCCOCCOCCOCCO1. Product: CCOC(=O)C1(S(=O)(=O)c2ccc(C(F)(F)F)cc2)CC1. As a reaction SMILES: [Br-:48].[Br:44][CH2:45][CH2:46][Br:47].[C:20](=[O:21])([O-:22])[O-:23].[CH2:1]([CH3:2])[O:3][C:4]([CH2:5][S:6](=[O:7])(=[O:8])[c:9]1[cH:10][cH:11][c:12]([C:15]([F:16])([F:17])[F:18])[cH:13][cH:14]1)=[O:19].[CH3:49][CH2:50][CH2:51][CH2:52][N+:53]([CH2:54][CH2:55][CH2:56][CH3:57])([CH2:58][CH2:59][CH2:60][CH3:61])[CH2:62][CH2:63][CH2:64][CH3:65].[CH3:66][C:67](=[O:68])[CH3:69].[K+:24].[K+:25].[O:26]1[CH2:27][CH2:28][O:43][CH2:42][CH2:41][O:40][CH2:39][CH2:38][O:37][CH2:36][CH2:35][O:34][CH2:33][CH2:32][O:31][CH2:30][CH2:29]1>>[CH2:1]([CH3:2])[O:3][C:4]([C:5]1([S:6](=[O:7])(=[O:8])[c:9]2[cH:10][cH:11][c:12]([C:15]([F:16])([F:17])[F:18])[cH:13][cH:14]2)[CH2:27][CH2:28]1)=[O:19]. Reactants: amides, C(C)(C)(C)OC(=O)N1C(CCCC1)C(=O)O (1-(tert-butoxycarbonyl)piperidine-2-carboxylic acid), Cl.N[C@@H](C)C1=CC=C(C(=O)OC)C=C1 ((S)-methyl 4-(1-aminoethyl)benzoate hydrochloride). The product is COC(=O)C1=CC=C(C=C1)[C@H](C)NC(=O)C1N(CCCC1)C(=O)OC(C)(C)C (tert-butyl 2-(((S)-1-(4-(methoxycarbonyl)phenyl)ethyl)carbamoyl)piperidine-1-carboxylate). Yield: 97.9%. As a reaction SMILES: [C:1]([O:5][C:6]([N:8]1[CH2:13][CH2:12][CH2:11][CH2:10][CH:9]1[C:14]([OH:16])=O)=[O:7])([CH3:4])([CH3:3])[CH3:2].Cl.[NH2:18][C@H:19]([C:21]1[CH:30]=[CH:29][C:24]([C:25]([O:27][CH3:28])=[O:26])=[CH:23][CH:22]=1)[CH3:20]>>[CH3:28][O:27][C:25]([C:24]1[CH:29]=[CH:30][C:21]([C@@H:19]([NH:18][C:14]([CH:9]2[CH2:10][CH2:11][CH2:12][CH2:13][N:8]2[C:6]([O:5][C:1]([CH3:2])([CH3:3])[CH3:4])=[O:7])=[O:16])[CH3:20])=[CH:22][CH:23]=1)=[O:26] |f:1.2|. Procedure: The title compound (D4) (1.95 g) was prepared according to the general procedure for amides preparation starting from 1-(tert-butoxycarbonyl)piperidine-2-carboxylic acid (1.17 g, available from Sigma Aldrich #495875), and (S)-methyl 4-(1-aminoethyl)benzoate hydrochloride (1.1 g, for preparation see published International Patent application WO 2005/105733). Reaction time: 18 hrs. Reactants: C(CCC)[Li].O1CCCC1 (n-butyllithium tetrahydrofuran), [Cl-].[NH4+] (ammonium chloride), CC1=CC2=CC=CC=C2C=C1 (2-Methylnaphthalene), CC(=O)C (acetone). Run in O (water), O1CCCC1 (tetrahydrofuran), O1CCCC1 (tetrahydrofuran). Conditions: temperature -69 celsius, time 12 hour. The product is CC(CC1=CC2=CC=CC=C2C=C1)(C)O (2-Methyl-1-(naphthalen-2-yl)-2-propanol). RXN SMILES: [CH3:1][C:2]1[CH:11]=[CH:10][C:9]2[C:4](=[CH:5][CH:6]=[CH:7][CH:8]=2)[CH:3]=1.C([Li])CCC.O1CCCC1.[CH3:22][C:23]([CH3:25])=[O:24].[Cl-].[NH4+]>O1CCCC1.O>[CH3:22][C:23]([OH:24])([CH3:25])[CH2:1][C:2]1[CH:11]=[CH:10][C:9]2[C:4](=[CH:5][CH:6]=[CH:7][CH:8]=2)[CH:3]=1 |f:1.2,4.5|. Procedure: 2-Methylnaphthalene (7.11 g) was dissolved in tetrahydrofuran (100 ml) and the solution was cooled to −69° C. To the solution was added dropwise a 1.6M n-butyllithium-tetrahydrofuran solution (34 ml), and then a solution of acetone (4.41 ml) in tetrahydrofuran (4.41 ml). The reaction mixture was stirred for 12 hr while allowing to warm to room temperature. To the reaction mixture was added dropwise saturated ammonium chloride solution (6 ml), and the resulting mixture was poured into water (200 ... Starting materials: C(CCCCCCC)C1CC2=CC=C(C=C2C1)C1=NC=C(C=N1)C1=CC=C(C=C1)O (2-octyl-5-[5-(4-hydroxyphenyl)pyrimidine-2-yl]indan), ice water, [OH-].[K+] (potassium hydroxide), C(CCCCC)I (hexyl iodide). Solvent: C(CCC)O (n-butanol). Yields the product C(CCCCCCC)C1CC2=CC=C(C=C2C1)C1=NC=C(C=N1)C1=CC=C(C=C1)OCCCCCC (2-octyl-5-[5-(4-hexyloxyphenyl)pyrimidine-2-yl]indan). Isolated yield 76.0%. Reaction SMILES: [CH2:1]([CH:9]1[CH2:17][C:16]2[C:11](=[CH:12][CH:13]=[C:14]([C:18]3[N:23]=[CH:22][C:21]([C:24]4[CH:29]=[CH:28][C:27]([OH:30])=[CH:26][CH:25]=4)=[CH:20][N:19]=3)[CH:15]=2)[CH2:10]1)[CH2:2][CH2:3][CH2:4][CH2:5][CH2:6][CH2:7][CH3:8].[OH-].[K+].[CH2:33](I)[CH2:34][CH2:35][CH2:36][CH2:37][CH3:38]>C(O)CCC>[CH2:1]([CH:9]1[CH2:17][C:16]2[C:11](=[CH:12][CH:13]=[C:14]([C:18]3[N:23]=[CH:22][C:21]([C:24]4[CH:29]=[CH:28][C:27]([O:30][CH2:33][CH2:34][CH2:35][CH2:36][CH2:37][CH3:38])=[CH:26][CH:25]=4)=[CH:20][N:19]=3)[CH:15]=2)[CH2:10]1)[CH2:2][CH2:3][CH2:4][CH2:5][CH2:6][CH2:7][CH3:8] |f:1.2|. Reported procedure: 0.25 g (0.62 mM) of 2-octyl-5-[5-(4-hydroxyphenyl)pyrimidine-2-yl]indan, 0.07 g of 85% -potassium hydroxide, 0.2 ml of hexyl iodide and 5 ml of n-butanol were placed in a 20 ml-round bottomed flask, followed by heat-refluxing for 3.5 hours under stirring. After the reaction, the reaction mixture was poured into ice water. The resultant insoluble matter was recovered by filtration and dissolved in toluene, followed by washing with 3%-sodium thiosulfate aqueous solution. The water layer was subjec...